Task: describe an organic reaction: reactants, conditions, products, and yield. Dataset: the Open Reaction Database (ORD), a public repository of structured organic reaction records Reactants: NC1=C([Se]C(=C1)C1=CC=CC=C1)C#N (3-amino-5-phenylselenophene-2-carbonitrile), C(C)O (ethanol). Solvent: [OH-].[Na+] (sodium hydroxide). Yields the product NC1=C([Se]C(=C1)C1=CC=CC=C1)C(=O)N (3-Amino-5-phenylselenophene-2-carboxamide). Isolated yield 67.0%. As a reaction SMILES: [NH2:1][C:2]1[CH:6]=[C:5]([C:7]2[CH:12]=[CH:11][CH:10]=[CH:9][CH:8]=2)[Se:4][C:3]=1[C:13]#[N:14].C([OH:17])C>[OH-].[Na+]>[NH2:1][C:2]1[CH:6]=[C:5]([C:7]2[CH:12]=[CH:11][CH:10]=[CH:9][CH:8]=2)[Se:4][C:3]=1[C:13]([NH2:14])=[O:17] |f:2.3|. Procedure: To a suspension of 3-amino-5-phenylselenophene-2-carbonitrile (4.0 g) in aqueous sodium hydroxide solution (120 mL, 10%) was added ethanol (50 mL) and the mixture refluxed for 45 min. The mixture was allowed to rt and the crystals separated were filtered off, washed with cold water and dried to give the product as golden yellow color solid (2.8 g, 67%), mp 184-186° C. 1H NMR (400 MHz, CDCl3): δ 7.50-7.53 (2H, m, Ar—H), 7.36-7.38 (3H, m, Ar—H), 7.04 (1H, s, H-4), 5.84 (2H, br s, —CONH2), 5.12 (2H... Starting materials: CO (methanol), OCCN(C(=O)C1=NC(=NC(=C1OCC1=CC=CC=C1)O)CC1(CCCC1)C1=CC=CC2=CC=CC=C12)C (5-benzyloxy-6-hydroxy-2-(1-naphthalen-1-yl-cyclopentylmethyl)-pyrimidine-4-carboxylic acid (2-hydroxyethyl)-methyl-amide), C1(=CC=CC=C1)P(C1=CC=CC=C1)C1=CC=CC=C1 (triphenyl phosphine), N(=NC(=O)OC(C)C)C(=O)OC(C)C (diisopropyl azodicarboxylate). Solvent: C(C)(=O)OCC (ethyl acetate), ClCCl (dichloromethane). Run at temperature 0 celsius. Product: C(C1=CC=CC=C1)OC1=C2N(C(=NC1=O)CC1(CCCC1)C1=CC=CC3=CC=CC=C13)CCN(C2=O)C (9-benzyloxy-2-methyl-6-(1-naphthalen-1-yl-cyclopentylmethyl)-3,4-dihydro-2H-pyrazino[1,2-c]pyrimidine-1,8-dione). Yield: 101.3%. As a reaction SMILES: O[CH2:2][CH2:3][N:4]([CH3:38])[C:5]([C:7]1[C:12]([O:13][CH2:14][C:15]2[CH:20]=[CH:19][CH:18]=[CH:17][CH:16]=2)=[C:11]([OH:21])[N:10]=[C:9]([CH2:22][C:23]2([C:28]3[C:37]4[C:32](=[CH:33][CH:34]=[CH:35][CH:36]=4)[CH:31]=[CH:30][CH:29]=3)[CH2:27][CH2:26][CH2:25][CH2:24]2)[N:8]=1)=[O:6].C1(P(C2C=CC=CC=2)C2C=CC=CC=2)C=CC=CC=1.N(C(OC(C)C)=O)=NC(OC(C)C)=O.CO>ClCCl.C(OCC)(=O)C>[CH2:14]([O:13][C:12]1[C:11](=[O:21])[N:10]=[C:9]([CH2:22][C:23]2([C:28]3[C:37]4[C:32](=[CH:33][CH:34]=[CH:35][CH:36]=4)[CH:31]=[CH:30][CH:29]=3)[CH2:27][CH2:26][CH2:25][CH2:24]2)[N:8]2[CH2:2][CH2:3][N:4]([CH3:38])[C:5](=[O:6])[C:7]=12)[C:15]1[CH:20]=[CH:19][CH:18]=[CH:17][CH:16]=1. Reported procedure: To a solution of 5-benzyloxy-6-hydroxy-2-(1-naphthalen-1-yl-cyclopentylmethyl)-pyrimidine-4-carboxylic acid (2-hydroxyethyl)-methyl-amide (351) (85 mg, 0.17 mmol) in dichloromethane (20 mL) was added triphenyl phosphine (174 mg, 0.67 mmol) and the reaction mixture was cooled to 0° C., followed by the addition of diisopropyl azodicarboxylate (0.2 mL, 0.1 mmol). The reaction mixture was stirred for 15 min at the same temperature (silica TLC, 5% methanol in ethyl acetate; Rf=0.3). The dichlorometha... The yield is 41.2%. The reactants are ClC=1C=CC=C2C(=NN(C12)C1CCCC1)C1=C(C=C(C=C1)OC)C (7-chloro-1-cyclopentyl-3-(4-methoxy-2-methylphenyl)-1H-indazole), B(Br)(Br)Br (boron tribromide), C1=CCCCC1 (cyclohexene). Product: ClC=1C=CC=C2C(=NN(C12)C1CCCC1)C1=C(C=C(C=C1)O)C (4-(7-chloro-1-cyclopentyl-1H-indazole-3-yl)-3-methylphenol). As a reaction SMILES: [Cl:1][C:2]1[CH:3]=[CH:4][CH:5]=[C:6]2[C:10]=1[N:9]([CH:11]1[CH2:15][CH2:14][CH2:13][CH2:12]1)[N:8]=[C:7]2[C:16]1[CH:21]=[CH:20][C:19]([O:22]C)=[CH:18][C:17]=1[CH3:24].B(Br)(Br)Br.C1CCCCC=1>>[Cl:1][C:2]1[CH:3]=[CH:4][CH:5]=[C:6]2[C:10]=1[N:9]([CH:11]1[CH2:15][CH2:14][CH2:13][CH2:12]1)[N:8]=[C:7]2[C:16]1[CH:21]=[CH:20][C:19]([OH:22])=[CH:18][C:17]=1[CH3:24]. Procedure details: Prepared according to Method D step C from 7-chloro-1-cyclopentyl-3-(4-methoxy-2-methylphenyl)-1H-indazole (0.090 g, 0.26 mmol), boron tribromide (0.100 mL, 1.0 mmol) and 1.0 mL of cyclohexene to give the product (0.035 g) as a white solid. The reactants are O (water), ClC1=CC2=C(NC(=N2)C(NC(C2=CC(=C(C=C2)C(=O)N2CCCC2)C)=O)C2CNCCC2)C=C1 (rac.-N-[(5-chloro-1H-benzimidazol-2-yl)-(piperidin-3-yl)methyl]-3-methyl-4-(pyrrolidin-1-ylcarbonyl)benzamide), C(C)(=O)Cl (acetyl chloride), [H-].[Na+] (sodium hydride). Solvent: O1CCCC1 (tetrahydrofuran). Conditions: temperature 40 celsius, time 1 hour. Product: C(C)(=O)N1CC(CCC1)C(NC(C1=CC(=C(C=C1)C(=O)N1CCCC1)C)=O)C1=NC2=C(N1)C=CC(=C2)Cl (N-[(1-acetylpiperidin-3-yl)-(5-chloro-1H-benzimidazol-2-yl)methyl]-3-methyl-4-(pyrrolidin-1-ylcarbonyl)benzamide). RXN SMILES: [Cl:1][C:2]1[CH:34]=[CH:33][C:5]2[NH:6][C:7]([CH:9]([CH:27]3[CH2:32][CH2:31][CH2:30][NH:29][CH2:28]3)[NH:10][C:11](=[O:26])[C:12]3[CH:17]=[CH:16][C:15]([C:18]([N:20]4[CH2:24][CH2:23][CH2:22][CH2:21]4)=[O:19])=[C:14]([CH3:25])[CH:13]=3)=[N:8][C:4]=2[CH:3]=1.[H-].[Na+].[C:37](Cl)(=[O:39])[CH3:38].O>O1CCCC1>[C:37]([N:29]1[CH2:30][CH2:31][CH2:32][CH:27]([CH:9]([C:7]2[NH:6][C:5]3[CH:33]=[CH:34][C:2]([Cl:1])=[CH:3][C:4]=3[N:8]=2)[NH:10][C:11](=[O:26])[C:12]2[CH:17]=[CH:16][C:15]([C:18]([N:20]3[CH2:24][CH2:23][CH2:22][CH2:21]3)=[O:19])=[C:14]([CH3:25])[CH:13]=2)[CH2:28]1)(=[O:39])[CH3:38] |f:1.2|. Reported procedure: 90 mg (0.16 mmol) of rac.-N-[(5-chloro-1H-benzimidazol-2-yl)-(piperidin-3-yl)methyl]-3-methyl-4-(pyrrolidin-1-ylcarbonyl)benzamide is dissolved in 3 mL of tetrahydrofuran and, after the addition of 8.4 mg (0.17 mmol) of sodium hydride (50% solution in oil), stirred for one hour at 40° C. Then the mixture is cooled to ambient temperature and stirred for a further 16 hours with 11.4 μL (0.16 mmol) of acetyl chloride. Then water is added and the mixture is extracted with dichloromethane. The combin... Reactants: C(CC(O)(C(=O)[O-])CC(=O)[O-])(=O)[O-].C(CC(O)(C(=O)[O-])CC(=O)[O-])(=O)[O-].[Ca+2].[Ca+2].[Ca+2] (tricalcium dicitrate), [Ca] (calcium). As a reaction SMILES: [C:1]([O-:13])(=[O:12])[CH2:2][C:3]([CH2:8][C:9]([O-:11])=[O:10])([C:5]([O-:7])=[O:6])[OH:4].C([O-])(=O)[CH2:15][C:16](CC([O-])=O)([C:18]([O-:20])=[O:19])[OH:17].[Ca+2:27].[Ca+2].[Ca+2].[Ca]>>[C:1]([O-:13])(=[O:12])[CH2:2][C:3]([CH2:8][C:9]([O-:11])=[O:10])([C:5]([O-:7])=[O:6])[OH:4].[Ca+2:27].[Ca+2:27].[C:18]([O-:20])(=[O:19])[CH:16]([CH3:15])[OH:17] |f:0.1.2.3.4,6.7.8.9|. Procedure: Ten normal volunteers underwent calcium absorption tests from ingested dicalcium citrate-lactate tablets (prepared according to Example 2) and from tricalcium dicitrate tablets, each containing 400 mg of elemental calcium. The calcium absorption was measured from the increment in urinary calcium during the second two hours following oral calcium load, expressed as mg calcium/dl glomerular filtrate (GF). Yields the product C(CC(O)(C(=O)[O-])CC(=O)[O-])(=O)[O-].[Ca+2].[Ca+2].C(C(O)C)(=O)[O-] (dicalcium citrate lactate). Reactants: O=C1NC(=O)c2ccccc21, CC(C)(C)OC(=O)NC1(CCOS(C)(=O)=O)CC1, CN(C)C=O, [K]. Yields the product CC(C)(C)OC(=O)NC1(CCN2C(=O)c3ccccc3C2=O)CC1. RXN SMILES: [C:19]1(=[O:29])[c:20]2[c:21]([cH:25][cH:26][cH:27][cH:28]2)[C:22](=[O:24])[NH:23]1.[CH3:1][S:2]([O:3][CH2:6][CH2:7][C:8]1([NH:11][C:12](=[O:13])[O:14][C:15]([CH3:16])([CH3:17])[CH3:18])[CH2:9][CH2:10]1)(=[O:4])=[O:5].[CH3:31][N:32]([CH3:33])[CH:34]=[O:35].[K:30]>>[CH2:6]([CH2:7][C:8]1([NH:11][C:12](=[O:13])[O:14][C:15]([CH3:16])([CH3:17])[CH3:18])[CH2:9][CH2:10]1)[N:23]1[C:19](=[O:29])[c:20]2[c:21]([cH:25][cH:26][cH:27][cH:28]2)[C:22]1=[O:24]. Reactants: CO[C@@H]([C@H](C=O)C)[C@H]([C@H](\C=C\[Sn](CCCC)(CCCC)CCCC)OC)C ((E)-(2R,3R,4R,5R)-3,5-Dimethoxy-2,4-dimethyl-7-tributylstannanyl-hept-6-enal), CC(C)=CC (2-methyl-2-butene), Cl(=O)[O-].[Na+] (sodium chlorite), P(=O)(O)(O)[O-].[Na+] (sodium dihydrogenphosphate). Run in C(C)(C)(C)O (tert-butanol), O (water), [Cl-].[Na+].O (brine). Reaction conditions: time 8 hour. Product: CO[C@@H]([C@H](C(=O)O)C)[C@H]([C@H](\C=C\[Sn](CCCC)(CCCC)CCCC)OC)C ((E)-(2R,3R,4R,5R)-3,5-Dimethoxy-2,4-dimethyl-7-tributylstannanyl-hept-6-enoic acid). The yield is 90.0%. Reaction SMILES: [CH3:1][O:2][C@H:3]([C@@H:8]([CH3:27])[C@@H:9]([O:25][CH3:26])/[CH:10]=[CH:11]/[Sn:12]([CH2:21][CH2:22][CH2:23][CH3:24])([CH2:17][CH2:18][CH2:19][CH3:20])[CH2:13][CH2:14][CH2:15][CH3:16])[C@@H:4]([CH3:7])[CH:5]=[O:6].CC(=CC)C.Cl([O-])=[O:34].[Na+].P([O-])(O)(O)=O.[Na+]>C(O)(C)(C)C.O.[Cl-].[Na+].O>[CH3:1][O:2][C@H:3]([C@@H:8]([CH3:27])[C@@H:9]([O:25][CH3:26])/[CH:10]=[CH:11]/[Sn:12]([CH2:21][CH2:22][CH2:23][CH3:24])([CH2:17][CH2:18][CH2:19][CH3:20])[CH2:13][CH2:14][CH2:15][CH3:16])[C@@H:4]([CH3:7])[C:5]([OH:34])=[O:6] |f:2.3,4.5,8.9.10|. Procedure details: To (E)-(2R,3R,4R,5R)-3,5-Dimethoxy-2,4-dimethyl-7-tributylstannanyl-hept-6-enal (98 mg, 0.2 mmol) in tert-butanol (2 ml) and 2-methyl-2-butene (0.22 ml, 2.03 mmol) at room temperature, was added a solution of sodium chlorite (92 mg, 1.02 mmol) and sodium dihydrogenphosphate (58 mg, 0.41 mmol) in water (0.5 ml). The reaction was stirred vigorously overnight, after which brine was added and then extracted with dichloromethane (2×). The organics were dried through a hydrophobic frit and concentrate... Starting materials: C([O-])([O-])=O.[K+].[K+] (potassium carbonate), N1(CCNCC1)C(=O)OC(C)(C)C (tert-butyl piperazine-1-carboxylate), FC=1C=CC(=C(C=O)C1)[N+](=O)[O-] (5-fluoro-2-nitrobenzaldehyde). The solvent is CS(=O)C (dimethylsulfoxide). Reaction conditions: time 8 hour. Product: C(=O)C=1C=C(C=CC1[N+](=O)[O-])N1CCN(CC1)C(=O)OC(C)(C)C (tert-butyl 4-(3-formyl-4-nitrophenyl)piperazine-1-carboxylate). The yield is 86.6%. As a reaction SMILES: C(=O)([O-])[O-].[K+].[K+].[N:7]1([C:13]([O:15][C:16]([CH3:19])([CH3:18])[CH3:17])=[O:14])[CH2:12][CH2:11][NH:10][CH2:9][CH2:8]1.F[C:21]1[CH:22]=[CH:23][C:24]([N+:29]([O-:31])=[O:30])=[C:25]([CH:28]=1)[CH:26]=[O:27]>CS(C)=O>[CH:26]([C:25]1[CH:28]=[C:21]([N:10]2[CH2:11][CH2:12][N:7]([C:13]([O:15][C:16]([CH3:19])([CH3:18])[CH3:17])=[O:14])[CH2:8][CH2:9]2)[CH:22]=[CH:23][C:24]=1[N+:29]([O-:31])=[O:30])=[O:27] |f:0.1.2|. Procedure details: 15 ml of dimethylsulfoxide, 4.2 g (30.4 mmol) of potassium carbonate and 5.66 g (30.4 mmol) of tert-butyl piperazine-1-carboxylate, respectively, are added to 5 g (29.6 mmol) of 5-fluoro-2-nitrobenzaldehyde. The solution is carried at 90° C. under stirring for 8 h. After cooling, the reaction mixture is poured over crushed ice. The yellow precipitate formed is filtered, rinsed with water, and then dried to yield 8.6 g (88%) of tert-butyl 4-(3-formyl-4-nitrophenyl)piperazine-1-carboxylate in the ... Reactants: C1COCCO1, O=C(Cl)c1ccc(F)cc1C(F)(F)F, CN1CCC(C(=O)c2cccc(N)n2)CC1. The product is Cl, CN1CCC(C(=O)c2cccc(NC(=O)c3ccc(F)cc3C(F)(F)F)n2)CC1. RXN SMILES: [CH2:31]1[O:32][CH2:33][CH2:34][O:35][CH2:36]1.[F:17][C:18]([c:19]1[c:20]([C:21](=[O:22])[Cl:23])[cH:24][cH:25][c:26]([F:28])[cH:27]1)([F:29])[F:30].[NH2:1][c:2]1[n:3][c:4]([C:8](=[O:9])[CH:10]2[CH2:11][CH2:12][N:13]([CH3:16])[CH2:14][CH2:15]2)[cH:5][cH:6][cH:7]1>>[ClH:23].[NH:1]([c:2]1[n:3][c:4]([C:8](=[O:9])[CH:10]2[CH2:11][CH2:12][N:13]([CH3:16])[CH2:14][CH2:15]2)[cH:5][cH:6][cH:7]1)[C:21]([c:20]1[c:19]([C:18]([F:17])([F:29])[F:30])[cH:27][c:26]([F:28])[cH:25][cH:24]1)=[O:22]. Reactants: CC(=O)O, CCO, [Na+], [OH-], O=C(O)c1ccccc1C(=O)Nc1cnc2c(c1)c(-c1cncs1)cn2S(=O)(=O)c1ccccc1. Product: O=C(O)c1ccccc1C(=O)Nc1cnc2[nH]cc(-c3cncs3)c2c1. As a reaction SMILES: [CH3:38][C:39](=[O:40])[OH:41].[CH3:42][CH2:43][OH:44].[Na+:37].[OH-:36].[c:1]1([S:2](=[O:3])(=[O:4])[n:10]2[cH:11][c:12](-[c:31]3[cH:32][n:33][cH:34][s:35]3)[c:13]3[c:14]2[n:15][cH:16][c:17]([NH:19][C:20](=[O:21])[c:22]2[c:23]([C:24](=[O:25])[OH:26])[cH:27][cH:28][cH:29][cH:30]2)[cH:18]3)[cH:5][cH:6][cH:7][cH:8][cH:9]1>>[nH:10]1[cH:11][c:12](-[c:31]2[cH:32][n:33][cH:34][s:35]2)[c:13]2[c:14]1[n:15][cH:16][c:17]([NH:19][C:20](=[O:21])[c:22]1[c:23]([C:24](=[O:25])[OH:26])[cH:27][cH:28][cH:29][cH:30]1)[cH:18]2.